This data is from the Open Reaction Database (ORD), a public repository of structured organic reaction records. The task is: describe an organic reaction: reactants, conditions, products, and yield Starting materials: C1CCOC1, CCOC(=O)C(C)n1c(-c2ccc(=O)n(C(C)C)n2)c(-c2ccccc2)oc1=O, [Na+], [OH-]. The product is CC(C)n1nc(-c2c(-c3ccccc3)oc(=O)n2C(C)C(=O)O)ccc1=O. As a reaction SMILES: [CH2:32]1[O:33][CH2:34][CH2:35][CH2:36]1.[CH:1]([CH3:2])([CH3:3])[n:4]1[n:5][c:6](-[c:11]2[n:12]([CH:23]([C:24](=[O:25])[O:26][CH2:27][CH3:28])[CH3:29])[c:13](=[O:22])[o:14][c:15]2-[c:16]2[cH:17][cH:18][cH:19][cH:20][cH:21]2)[cH:7][cH:8][c:9]1=[O:10].[Na+:31].[OH-:30]>>[CH:1]([CH3:2])([CH3:3])[n:4]1[n:5][c:6](-[c:11]2[n:12]([CH:23]([C:24](=[O:25])[OH:26])[CH3:29])[c:13](=[O:22])[o:14][c:15]2-[c:16]2[cH:17][cH:18][cH:19][cH:20][cH:21]2)[cH:7][cH:8][c:9]1=[O:10].